From a dataset of the Open Reaction Database (ORD), a public repository of structured organic reaction records. describe an organic reaction: reactants, conditions, products, and yield Reactants: CI (methyl iodide), ClC1=C(C=CC(=C1)Cl)C1(CCC1)C1NCCC2=CC(=C(C=C12)OC)OC (1-[1-(2,4-dichlorophenyl)cyclobutyl]-6,7-dimethoxy-1,2,3,4-tetrahydroisoquinoline), C([O-])([O-])=O.[K+].[K+] (potassium carbonate). Run in CC(=O)C (acetone), CC(=O)C (acetone). Reaction conditions: time 90 minute. Yields the product ClC1=C(C=CC(=C1)Cl)C1(CCC1)C1N(CCC2=CC(=C(C=C12)OC)OC)C (1-[1-(2,4-dichlorophenyl)cyclobutyl]-6,7-dimethoxy-2-methyl-1,2,3,4-tetrahydroisoquinoline). Reaction SMILES: CI.[Cl:3][C:4]1[CH:9]=[C:8]([Cl:10])[CH:7]=[CH:6][C:5]=1[C:11]1([CH:15]2[C:24]3[C:19](=[CH:20][C:21]([O:27][CH3:28])=[C:22]([O:25][CH3:26])[CH:23]=3)[CH2:18][CH2:17][NH:16]2)[CH2:14][CH2:13][CH2:12]1.[C:29](=O)([O-])[O-].[K+].[K+]>CC(C)=O>[Cl:3][C:4]1[CH:9]=[C:8]([Cl:10])[CH:7]=[CH:6][C:5]=1[C:11]1([CH:15]2[C:24]3[C:19](=[CH:20][C:21]([O:27][CH3:28])=[C:22]([O:25][CH3:26])[CH:23]=3)[CH2:18][CH2:17][N:16]2[CH3:29])[CH2:12][CH2:13][CH2:14]1 |f:2.3.4|. Reported procedure: A solution of methyl iodide (1.9 g) in acetone (20 ml) was added dropwise to a stirred suspension of 1-[1-(2,4-dichlorophenyl)cyclobutyl]-6,7-dimethoxy-1,2,3,4-tetrahydroisoquinoline (4 g prepared as described in Example RC9) and anhydrous potassium carbonate (3.1 g) in acetone (70 ml). The mixture was stirred at ambient temperature for 90 minutes and the solvent removed by evaporation. Water was added and the mixture extracted with ether. The ether layer yielded 1-[1-(2,4-dichlorophenyl)cyclobu...